From a dataset of the Open Reaction Database (ORD), a public repository of structured organic reaction records. describe an organic reaction: reactants, conditions, products, and yield Reactants: CCOC(=O)c1nc(S(C)(=O)=O)n(C)c(=O)c1OCc1ccccc1, C1CCOC1, OC1CCNCC1. Reaction SMILES: [CH2:1]([CH3:2])[O:3][C:4](=[O:5])[c:6]1[n:7][c:8]([S:22]([CH3:23])(=[O:24])=[O:25])[n:9]([CH3:21])[c:10](=[O:20])[c:11]1[O:12][CH2:13][c:14]1[cH:15][cH:16][cH:17][cH:18][cH:19]1.[CH2:33]1[O:34][CH2:35][CH2:36][CH2:37]1.[OH:26][CH:27]1[CH2:28][CH2:29][NH:30][CH2:31][CH2:32]1>>[CH2:1]([CH3:2])[O:3][C:4](=[O:5])[c:6]1[n:7][c:8]([N:30]2[CH2:29][CH2:28][CH:27]([OH:26])[CH2:32][CH2:31]2)[n:9]([CH3:21])[c:10](=[O:20])[c:11]1[O:12][CH2:13][c:14]1[cH:15][cH:16][cH:17][cH:18][cH:19]1. The product is CCOC(=O)c1nc(N2CCC(O)CC2)n(C)c(=O)c1OCc1ccccc1. The solvent is O (water), C(C)(=O)OCC (ethyl acetate), CC(=O)N(C)C (DMA). Procedure: To a vial containing 6-[4-({[6-(3-fluorophenyl)pyridin-3-yl]carbonyl}amino)piperidin-1-yl]nicotinic acid (63.07 mg, 0.15 mmol) was added 0.375 mL of DMA, EDC (31.6 mg, 0.16 mmol), HOBt (20.3 mg, 0.15 mmol), NMM (0.04 mL, 0.37 mmol) and 2-(ethylamino)ethanol (13.4 mg, 0.15 mmol). The reaction mixture was stirred at room temperature for 12 hours and then diluted with water and ethyl acetate. The layers were separated and the organic layer collected and concentrated to give an oil, which was purifi... As a reaction SMILES: [F:1][C:2]1[CH:3]=[C:4]([C:8]2[N:13]=[CH:12][C:11]([C:14]([NH:16][CH:17]3[CH2:22][CH2:21][N:20]([C:23]4[CH:31]=[CH:30][C:26]([C:27](O)=[O:28])=[CH:25][N:24]=4)[CH2:19][CH2:18]3)=[O:15])=[CH:10][CH:9]=2)[CH:5]=[CH:6][CH:7]=1.C(Cl)CCl.C1C=CC2N(O)N=NC=2C=1.C[N:47]1[CH2:52][CH2:51][O:50][CH2:49][CH2:48]1.C(NCCO)C>O.C(OCC)(=O)C.CC(N(C)C)=O>[CH2:52]([N:47]([CH2:48][CH2:49][OH:50])[C:27](=[O:28])[C:26]1[CH:30]=[CH:31][C:23]([N:20]2[CH2:19][CH2:18][CH:17]([NH:16][C:14]([C:11]3[CH:12]=[N:13][C:8]([C:4]4[CH:5]=[CH:6][CH:7]=[C:2]([F:1])[CH:3]=4)=[CH:9][CH:10]=3)=[O:15])[CH2:22][CH2:21]2)=[N:24][CH:25]=1)[CH3:51]. Yields the product C(C)N(C(C1=CN=C(C=C1)N1CCC(CC1)NC(=O)C=1C=NC(=CC1)C1=CC(=CC=C1)F)=O)CCO (N-ethyl-6-[4-({[6-(3-fluorophenyl)pyridin-3-yl]carbonyl}amino)piperidin-1-yl]-N-(2-hydroxyethyl)nicotinamide). The reactants are FC=1C=C(C=CC1)C1=CC=C(C=N1)C(=O)NC1CCN(CC1)C1=NC=C(C(=O)O)C=C1 (6-[4-({[6-(3-fluorophenyl)pyridin-3-yl]carbonyl}amino)piperidin-1-yl]nicotinic acid), C(CCl)Cl (EDC), C=1C=CC2=C(C1)N=NN2O (HOBt), CN1CCOCC1 (NMM), C(C)NCCO (2-(ethylamino)ethanol). Conditions: time 12 hour.